From a dataset of the Open Reaction Database (ORD), a public repository of structured organic reaction records. describe an organic reaction: reactants, conditions, products, and yield Reactants: O=C1CCC(=O)N1Cl, Fc1ccc2cnccc2c1, [Na+], [OH-], O=S(=O)(O)O. Product: Fc1ccc2cnccc2c1Cl. As a reaction SMILES: [Cl:12][N:13]1[C:14](=[O:15])[CH2:16][CH2:17][C:18]1=[O:19].[F:1][c:2]1[cH:3][c:4]2[cH:5][cH:6][n:7][cH:8][c:9]2[cH:10][cH:11]1.[Na+:21].[OH-:20].[S:22](=[O:23])(=[O:24])([OH:25])[OH:26]>>[F:1][c:2]1[c:3]([Cl:12])[c:4]2[cH:5][cH:6][n:7][cH:8][c:9]2[cH:10][cH:11]1. Starting materials: CCN(C(C)C)C(C)C (DIEA), Cl.Cl.N1(CCNCC1)C1=C2C(=NC=C1)NN=C2OCC(CO)O (3-(4-(piperazin-1-yl)-1H-pyrazolo[3,4-b]pyridin-3-yloxy)propane-1,2-diol dihydrochloride), C(C)(C)(C)OC(=O)N(C[C@@H](C(=O)O)C1=CC=C(C=C1)Cl)C(C)C ((S)-3-(tert-butoxycarbonyl(isopropyl)amino)-2-(4-chlorophenyl)propanoic acid), CN(C)C(=[N+](C)C)ON1C2=C(C=CC=C2)N=N1.[B-](F)(F)(F)F (TBTU). Solvent: C(Cl)Cl (DCM). Run at time 2 hour. Product: ClC1=CC=C(C=C1)[C@@H](CN(C(OC(C)(C)C)=O)C(C)C)C(=O)N1CCN(CC1)C1=C2C(=NC=C1)NN=C2OCC(CO)O (tert-butyl(2S)-2-(4-chlorophenyl)-3-(4-(3-(2,3-dihydroxypropoxy)-1H-pyrazolo[3,4-b]pyridin-4-yl)piperazin-1-yl)-3-oxopropyl(isopropyl)carbamate). Reaction SMILES: CCN(C(C)C)C(C)C.Cl.Cl.[N:12]1([C:18]2[CH:23]=[CH:22][N:21]=[C:20]3[NH:24][N:25]=[C:26]([O:27][CH2:28][CH:29]([OH:32])[CH2:30][OH:31])[C:19]=23)[CH2:17][CH2:16][NH:15][CH2:14][CH2:13]1.[C:33]([O:37][C:38]([N:40]([CH:53]([CH3:55])[CH3:54])[CH2:41][C@H:42]([C:46]1[CH:51]=[CH:50][C:49]([Cl:52])=[CH:48][CH:47]=1)[C:43](O)=[O:44])=[O:39])([CH3:36])([CH3:35])[CH3:34].CN(C(ON1N=NC2C=CC=CC1=2)=[N+](C)C)C.[B-](F)(F)(F)F>C(Cl)Cl>[Cl:52][C:49]1[CH:50]=[CH:51][C:46]([C@H:42]([C:43]([N:15]2[CH2:16][CH2:17][N:12]([C:18]3[CH:23]=[CH:22][N:21]=[C:20]4[NH:24][N:25]=[C:26]([O:27][CH2:28][CH:29]([OH:32])[CH2:30][OH:31])[C:19]=34)[CH2:13][CH2:14]2)=[O:44])[CH2:41][N:40]([CH:53]([CH3:54])[CH3:55])[C:38](=[O:39])[O:37][C:33]([CH3:35])([CH3:34])[CH3:36])=[CH:47][CH:48]=1 |f:1.2.3,5.6|. Procedure: DIEA (0.0514 mL, 0.295 mmol) was added to 3-(4-(piperazin-1-yl)-1H-pyrazolo[3,4-b]pyridin-3-yloxy)propane-1,2-diol dihydrochloride (0.030 g, 0.0737 mmol), (S)-3-(tert-butoxycarbonyl(isopropyl)amino)-2-(4-chlorophenyl)propanoic acid (0.0252 g, 0.0737 mmol, see Example B) and TBTU (0.0284 g, 0.0885 mmol) in DCM (1 mL) and stirred at room temperature for 2 hours. The reaction was concentrated to dryness. The resulting residue was dissolved in THF:MeOH (2 mL, 1:1), and a LiOH solution (1 mL, 2M) was... Starting materials: C(C)OC(CC1=C(NC2=CC=C(C=C12)C(=O)OCC)C)=O (5-ethoxycarbonyl-2-methyl-1H-indole-3-acetic acid ethyl ester), [H-].[Na+] (NaH), C(C1=CC=CC=C1)Br (benzyl bromide). Product: C(C)OC(CC1=C(N(C2=CC=C(C=C12)C(=O)OCC)CC1=CC=CC=C1)C)=O (5-ethoxycarbonyl-2-methyl-1-(phenylmethyl)-1H-indole-3-acetic acid ethyl ester). The yield is 56.2%. RXN SMILES: [CH2:1]([O:3][C:4](=[O:21])[CH2:5][C:6]1[C:14]2[C:9](=[CH:10][CH:11]=[C:12]([C:15]([O:17][CH2:18][CH3:19])=[O:16])[CH:13]=2)[NH:8][C:7]=1[CH3:20])[CH3:2].[H-].[Na+].[CH2:24](Br)[C:25]1[CH:30]=[CH:29][CH:28]=[CH:27][CH:26]=1>>[CH2:1]([O:3][C:4](=[O:21])[CH2:5][C:6]1[C:14]2[C:9](=[CH:10][CH:11]=[C:12]([C:15]([O:17][CH2:18][CH3:19])=[O:16])[CH:13]=2)[N:8]([CH2:24][C:25]2[CH:30]=[CH:29][CH:28]=[CH:27][CH:26]=2)[C:7]=1[CH3:20])[CH3:2] |f:1.2|. Procedure: Using the procedure described in Example 2, Part B, 2.18 g (7.5 mmol) of 5-ethoxycarbonyl-2-methyl-1H-indole-3-acetic acid ethyl ester was reacted with 320 mg (8 mmol) of 60% NaH/mineral oil and 1.0 mL (8.4 mmol) of benzyl bromide to give after silica chromatography (25% ether/hexane→50% ether/hexane) 1.6 g (56%) of 5-ethoxycarbonyl-2-methyl-1-(phenylmethyl)-1H-indole-3-acetic acid ethyl ester.